Dataset: the Open Reaction Database (ORD), a public repository of structured organic reaction records. Task: describe an organic reaction: reactants, conditions, products, and yield Reactants: BrN1C(CCC1=O)=O (N-bromosuccinimide), BrN1C(CCC1=O)=O (N-bromosuccinimide), C(C1=CC=CC=C1)(=O)OOC(C1=CC=CC=C1)=O (benzoyl peroxide), [N+](=O)([O-])C=1C=C(C=C2CCC(NC12)=O)C(=O)OC (8-nitro-6-methoxycarbonyl-3,4-dihydrocarbostyril). Solvent: C(Cl)(Cl)Cl (chloroform). Yields the product [N+](=O)([O-])C=1C=C(C=C2C=CC(NC12)=O)C(=O)OC (8-nitro-6-methoxycarbonylcarbostyril). The yield is 357.9%. RXN SMILES: BrN1C(=O)CCC1=O.C(OOC(=O)C1C=CC=CC=1)(=O)C1C=CC=CC=1.[N+:27]([C:30]1[CH:31]=[C:32]([C:41]([O:43][CH3:44])=[O:42])[CH:33]=[C:34]2[C:39]=1[NH:38][C:37](=[O:40])[CH2:36][CH2:35]2)([O-:29])=[O:28]>C(Cl)(Cl)Cl>[N+:27]([C:30]1[CH:31]=[C:32]([C:41]([O:43][CH3:44])=[O:42])[CH:33]=[C:34]2[C:39]=1[NH:38][C:37](=[O:40])[CH:36]=[CH:35]2)([O-:29])=[O:28]. Reported procedure: 10.7 g of N-bromosuccinimide and a catalytic amount of benzoyl peroxide were added to a solution of 2 g of 8-nitro-6-methoxycarbonyl-3,4-dihydrocarbostyril in 200 ml of chloroform. The mixture was refluxed by heating, for 4 hours. Thereto was added an additional amount (5.0 g) of N-bromosuccinimide. The resulting mixture was refluxed by heating, for 1 hour. The reaction mixture was concentrated under reduced pressure. The residue was recrystallized from ethanol two times to obtain 7.1 g of 8-nit... The reactants are CCC(N)COC, COc1ccc(-c2ccnc(OS(=O)(=O)C(F)(F)F)c2[N+](=O)[O-])c(Cl)c1, Cl. Product: CCC(COC)Nc1nccc(-c2ccc(OC)cc2Cl)c1[N+](=O)[O-]. RXN SMILES: [CH3:27][O:28][CH2:29][CH:30]([CH2:31][CH3:32])[NH2:33].[Cl:1][c:2]1[c:3](-[c:10]2[c:11]([N+:24](=[O:25])[O-:26])[c:12]([O:16][S:17]([C:18]([F:19])([F:20])[F:21])(=[O:22])=[O:23])[n:13][cH:14][cH:15]2)[cH:4][cH:5][c:6]([O:8][CH3:9])[cH:7]1.[ClH:34]>>[Cl:1][c:2]1[c:3](-[c:10]2[c:11]([N+:24](=[O:25])[O-:26])[c:12]([NH:33][CH:30]([CH2:29][O:28][CH3:27])[CH2:31][CH3:32])[n:13][cH:14][cH:15]2)[cH:4][cH:5][c:6]([O:8][CH3:9])[cH:7]1. Starting materials: ON=CC(=O)NC=1C=C2C=CC=NC2=CC1 (2-Hydroxyimino-N-(6-quinolinyl)acetamide), Cl (hydrochloric acid), S(O)(O)(=O)=O (sulfuric acid), O.C([O-])([O-])=O.[Na+].[Na+] (sodium carbonate monohydrate), ice. The solvent is O (water). Run at temperature 120 celsius. Product: C1(C(NC=2C1=C1C=CC=NC1=CC2)=O)=O (3-H-pyrrolo[3,2-f]quinoline-1,2-dione). Yield: 60.0%. As a reaction SMILES: ON=[CH:3][C:4]([NH:6][C:7]1[CH:8]=[C:9]2[C:14](=[CH:15][CH:16]=1)[N:13]=[CH:12][CH:11]=[CH:10]2)=[O:5].S(=O)(=O)(O)[OH:18].O.C(=O)([O-])[O-].[Na+].[Na+].Cl>O>[C:3]1(=[O:18])[C:8]2=[C:9]3[C:14](=[CH:15][CH:16]=[C:7]2[NH:6][C:4]1=[O:5])[N:13]=[CH:12][CH:11]=[CH:10]3 |f:2.3.4.5|. Reported procedure: 2-Hydroxyimino-N-(6-quinolinyl)acetamide (7.00 g, 32.5 mmol) was combined with 70 mL of concentrated sulfuric acid with stirring and heated to a reaction temperature of 120° C. for 20 min, followed by an hour at 95° C. The reaction was allowed to cool to room temperature and was added dropwise to a mixture of 155 g (1.25 mole) of sodium carbonate monohydrate and 200 g of ice. After the addition was complete, water (600 mL) was added gradually to the mixture with stirring until all inorganic whit... Reactants: I[C@@H]1CC[C@H]2C(O[C@@H]1C2)=O ((1R*,4R*,5R*)-4-Iodo-6-oxabicyclo[3.2.1]octan-7-one), O1CCCC1 (tetrahydrofuran). Run in O (water), Cl (hydrochloric acid). The product is O[C@@H]1C[C@@H](CC[C@H]1I)C(=O)O ((1R*,3R*,4R*)-3-hydroxy-4-iodocyclohexanecarboxylic acid). As a reaction SMILES: [I:1][C@H:2]1[C@H:8]2[CH2:9][C@H:5]([C:6](=[O:10])[O:7]2)[CH2:4][CH2:3]1.[O:11]1CCCC1>O.Cl>[OH:7][C@H:8]1[C@H:2]([I:1])[CH2:3][CH2:4][C@@H:5]([C:6]([OH:10])=[O:11])[CH2:9]1. Procedure: (1R*,4R*,5R*)-4-Iodo-6-oxabicyclo[3.2.1]octan-7-one (2.8 g) was dissolved in a mixed solvent of tetrahydrofuran (27 ml) and water (3 ml), concentrated hydrochloric acid (0.1 ml) was added, and the mixture was heated under reflux for 1 hour. The solvent was distilled off under reduced pressure to obtain (1R*,3R*,4R*)-3-hydroxy-4-iodocyclohexanecarboxylic acid (3.23 g) as a colorless solid. Starting materials: CNC([C@@H](NC(=O)[C@@H]1CC[C@H](CC1)CNC(=O)OC(C)(C)C)CC1=CC=CC=C1)=O (N-[trans-4-(t-butoxycarbonylaminomethyl)cyclohexylcarbonyl]-L-phenylalanine methylamide), Cl.O1CCOCC1 (hydrogen chloride 1,4-dioxane). Reaction conditions: time 1 hour. The product is Cl.CNC([C@@H](NC(=O)[C@@H]1CC[C@H](CC1)CN)CC1=CC=CC=C1)=O (N-(trans-4-aminomethylcyclohexylcarbonyl)-L-phenylalanine methylamide hydrochloride). Reaction SMILES: [CH3:1][NH:2][C:3](=[O:30])[C@H:4]([CH2:23][C:24]1[CH:29]=[CH:28][CH:27]=[CH:26][CH:25]=1)[NH:5][C:6]([C@H:8]1[CH2:13][CH2:12][C@H:11]([CH2:14][NH:15]C(OC(C)(C)C)=O)[CH2:10][CH2:9]1)=[O:7].[ClH:31].O1CCOCC1>>[ClH:31].[CH3:1][NH:2][C:3](=[O:30])[C@H:4]([CH2:23][C:24]1[CH:25]=[CH:26][CH:27]=[CH:28][CH:29]=1)[NH:5][C:6]([C@H:8]1[CH2:9][CH2:10][C@H:11]([CH2:14][NH2:15])[CH2:12][CH2:13]1)=[O:7] |f:1.2,3.4|. Procedure details: To the compound (III) (2.29 g) was added 4N hydrogen chloride/1,4-dioxane solution (23 ml), and the mixture was stirred at room temperature for one hour. The solvent was evaporated under a reduced pressure, and the residue was washed with ethyl ether and filtered to give N-(trans-4-aminomethylcyclohexylcarbonyl)-L-phenylalanine methylamide hydrochloride (2.03 g) as a white powder. The reactants are C(C1=CC=CC=C1)OC=1C=C2C=C3N(C2=CC1)CCCC3=CC(=O)OCC (Ethyl 2-(2-(benzyloxy)-7,8-dihydropyrido[1,2-a]indol-9(6H)-ylidene)acetate), C(=O)[O-].[NH4+] (Ammonium formate). Reagents/catalysts: [OH-].[Pd+2].[OH-] (palladium hydroxide). Solvent: C1CCOC1.CO (THF MeOH). The product is OC=1C=C2C=C3N(C2=CC1)CCCC3CC(=O)OCC (Ethyl 2-(2-Hydroxy-6,7,8,9-tetrahydropyrido[1,2-a]indol-9-yl)acetate). The yield is 87.4%. Reaction SMILES: C([O:8][C:9]1[CH:10]=[C:11]2[C:15](=[CH:16][CH:17]=1)[N:14]1[CH2:18][CH2:19][CH2:20][C:21](=[CH:22][C:23]([O:25][CH2:26][CH3:27])=[O:24])[C:13]1=[CH:12]2)C1C=CC=CC=1.C([O-])=O.[NH4+]>C1COCC1.CO.[OH-].[Pd+2].[OH-]>[OH:8][C:9]1[CH:10]=[C:11]2[C:15](=[CH:16][CH:17]=1)[N:14]1[CH2:18][CH2:19][CH2:20][CH:21]([CH2:22][C:23]([O:25][CH2:26][CH3:27])=[O:24])[C:13]1=[CH:12]2 |f:1.2,3.4,5.6.7|. Reported procedure: Ethyl 2-(2-(benzyloxy)-7,8-dihydropyrido[1,2-a]indol-9(6H)-ylidene)acetate (608 mg, 1.682 mmol) was dissolved in THF/MeOH (1:1) (4 mL). Ammonium formate (648 mg, 10.28 mmol) and palladium hydroxide (20 wt % Pd on carbon) (60 mg) was added under nitrogen protection. The reaction was heated at reflux for 5 h. The solid was filtered. The filtrate was concentrated, dissolved in ethyl acetate, washed with water, dried over anhydrous Na2SO4, and concentrated. The residue was purified by silica gel col... Starting materials: ClCCS(=O)(=O)Cl (2-Chloroethanesulfonyl chloride), [H-].[Na+] (NaH), C(=C\C1=CC=CC=C1)/C1=CC=C(C=C1)C=1C(=NC=CC1)N ((E)-3-(4-styrylphenyl)pyridin-2-amine). Solvent: C1CCOC1 (THF), C1CCOC1 (THF). Run at temperature 0 celsius, time 5 minute. Product: C1(=CC=CC=C1)/C=C/C1=CC=C(C=C1)C1=CC=CN2C1=NS(CC2)(=O)=O (9-{4-[(E)-2-phenylethenyl]phenyl}-3,4-dihydropyrido[2,1-c][1,2,4]thiadiazine 2,2-dioxide). RXN SMILES: Cl[CH2:2][CH2:3][S:4](Cl)(=[O:6])=[O:5].[H-].[Na+].[CH:10](/[C:18]1[CH:23]=[CH:22][C:21]([C:24]2[C:25]([NH2:30])=[N:26][CH:27]=[CH:28][CH:29]=2)=[CH:20][CH:19]=1)=[CH:11]\[C:12]1[CH:17]=[CH:16][CH:15]=[CH:14][CH:13]=1>C1COCC1>[C:12]1(/[CH:11]=[CH:10]/[C:18]2[CH:23]=[CH:22][C:21]([C:24]3[C:25]4=[N:30][S:4](=[O:6])(=[O:5])[CH2:3][CH2:2][N:26]4[CH:27]=[CH:28][CH:29]=3)=[CH:20][CH:19]=2)[CH:13]=[CH:14][CH:15]=[CH:16][CH:17]=1 |f:1.2|. Procedure: 2-Chloroethanesulfonyl chloride (0.410 mL) was added to a mixture of NaH (60%, 390 mg) in THF (dry) (8 mL) at 0° C. under nitrogen flow. The mixture was stirred at 0° C. for 5 min. The mixture of (E)-3-(4-styrylphenyl)pyridin-2-amine (531 mg) in THF (dry) (20 mL) was added dropwise and the mixture was stirred at room temperature under atmosphere overnight. The mixture was quenched with water at 0° C., and water, EtOAc and THF were added. The insoluble material was collected by filtration and cry... The reactants are Cl[Sn]Cl (SnCl2), C(=O)(O)[O-].[Na+] (NaHCO3), O (H2O), FC=1C=C(C=C(C1)[N+](=O)[O-])C1=CC=C(C=C1)C=1SC=CC1NS(=O)(=O)C(C)C (propane-2-sulfonic acid [2-(3′-fluoro-5′-nitro-biphenyl-4-yl)-thiophen-3-yl]-amide). Run in CCO (EtOH). RXN SMILES: Cl[Sn]Cl.O.[F:5][C:6]1[CH:7]=[C:8]([C:15]2[CH:20]=[CH:19][C:18]([C:21]3[S:22][CH:23]=[CH:24][C:25]=3[NH:26][S:27]([CH:30]([CH3:32])[CH3:31])(=[O:29])=[O:28])=[CH:17][CH:16]=2)[CH:9]=[C:10]([N+:12]([O-])=O)[CH:11]=1.C([O-])(O)=O.[Na+]>CCO>[NH2:12][C:10]1[CH:11]=[C:6]([F:5])[CH:7]=[C:8]([C:15]2[CH:16]=[CH:17][C:18]([C:21]3[S:22][CH:23]=[CH:24][C:25]=3[NH:26][S:27]([CH:30]([CH3:31])[CH3:32])(=[O:28])=[O:29])=[CH:19][CH:20]=2)[CH:9]=1 |f:3.4|. The product is NC=1C=C(C=C(C1)C1=CC=C(C=C1)C=1SC=CC1NS(=O)(=O)C(C)C)F (Propane-2-sulfonic acid [2-(5′-amino-3′-fluoro-biphenyl-4-yl)-thiophen-3-yl]-amide). Reported procedure: Add SnCl2.2 H2O (8.5 mmol) to a solution of propane-2-sulfonic acid [2-(3′-fluoro-5′-nitro-biphenyl-4-yl)-thiophen-3-yl]-amide (1.2 mmol) in EtOH (40 mL). Heat the reaction at 70° C. for 30 min and then at room temperature overnight. Add a saturated solution of NaHCO3 (pH=11-12) and extract with EtOAc (2×50 mL). Dry over NaSO4, filter and evaporate to dryness to provide the title compound. MS (ES−): 389 (M−1). Reactants: [Na+].[I-] (NaI), ClCCC(C1=CC=CC=C1)N1C=CC2=CC=CC=C12 (1-(3-chloro-1-phenyl-propyl)-1H-indole), CN (methylamine), O (water). Reaction conditions: temperature 100 celsius. The product is N1(C=CC2=CC=CC=C12)C(CCNC)C1=CC=CC=C1 ((3-indol-1-yl-3-phenyl-propyl)-methyl-amine). Yield: 90.0%. As a reaction SMILES: [Na+].[I-].Cl[CH2:4][CH2:5][CH:6]([N:13]1[C:21]2[C:16](=[CH:17][CH:18]=[CH:19][CH:20]=2)[CH:15]=[CH:14]1)[C:7]1[CH:12]=[CH:11][CH:10]=[CH:9][CH:8]=1.O.[CH3:23][NH2:24]>>[N:13]1([CH:6]([C:7]2[CH:12]=[CH:11][CH:10]=[CH:9][CH:8]=2)[CH2:5][CH2:4][NH:24][CH3:23])[C:21]2[C:16](=[CH:17][CH:18]=[CH:19][CH:20]=2)[CH:15]=[CH:14]1 |f:0.1|. Procedure details: A suspension of NaI (0.235 g, 1.56 mmol) and 1-(3-chloro-1-phenyl-propyl)-1H-indole (0.141 mg, 0.52 mmol) in ethanolic methylamine solution (33%, 2 mL) was heated at 100° C. for 1 hour under microwave irradiation (sealed tube). The reaction mixture was poured into water (30 mL) and extracted with CH2Cl2 (3×25 mL). The combined organic layers were dried (Na2SO4), and evaporated under vacuum. Purification by chromatography (SiO2, CH2Cl2-MeOH—NH4OH, 18:1:0.1) gave 0.125 g (90% yield) of pure (3-ind... Starting materials: C(C)(C)(C)[S@@](=O)N[C@H](C)C1=CC(=C(C=C1)NS(=O)(=O)C)CO (N-[4-((1R)-1-{[(R)-tert-butylsulfinyl]amino}ethyl)-2-(hydroxymethyl)phenyl]methanesulfonamide), Cl.CO (hydrogenchloride methanol). Solvent: CO (methanol). Run at time 30 minute. Product: Cl.N[C@H](C)C1=CC(=C(C=C1)NS(=O)(=O)C)CO (N-[4-[(1R)-1-AMINOETHYL]-2-(HYDROXYMETHYL)PHENYL]METHANESULFONAMIDE HYDROCHLORIDE). Yield: 87.0%. As a reaction SMILES: C([S@]([NH:7][C@@H:8]([C:10]1[CH:15]=[CH:14][C:13]([NH:16][S:17]([CH3:20])(=[O:19])=[O:18])=[C:12]([CH2:21][OH:22])[CH:11]=1)[CH3:9])=O)(C)(C)C.[ClH:23].CO>CO>[ClH:23].[NH2:7][C@@H:8]([C:10]1[CH:15]=[CH:14][C:13]([NH:16][S:17]([CH3:20])(=[O:19])=[O:18])=[C:12]([CH2:21][OH:22])[CH:11]=1)[CH3:9] |f:1.2,4.5|. Procedure: To a solution of N-[4-((1R)-1-{[(R)-tert-butylsulfinyl]amino}ethyl)-2-(hydroxymethyl)phenyl]methanesulfonamide (3.6 g,10 mmol) in methanol (30 ml) was added hydrogenchloride-methanol solution (30 ml). The solution was stirred at room temperature for 30 minutes and then concentrated under reduced pressure. The given residue was recrystallized from methanol-diethyl ether. The precipitate was then filtered, washed with diethyl ether and collected to furnish 2.5 g (87% yield) of the title compound a...